Task: describe an organic reaction: reactants, conditions, products, and yield. Dataset: the Open Reaction Database (ORD), a public repository of structured organic reaction records The reactants are OC=1C=C(C=O)C=C(C1O)C(F)(F)F (3,4-dihydroxy-5-trifluoromethylbenzaldehyde), C(C)(=O)C1=CC=CC=C1 (acetophenone). Product: OC=1C=C(C=C(C1O)C(F)(F)F)C=CC(=O)C1=CC=CC=C1 (3-(3,4-Dihydroxy-5-trifluoromethylphenyl)-1-phenylprop-2-en-1-one). Reaction SMILES: [OH:1][C:2]1[CH:3]=[C:4]([CH:7]=[C:8]([C:11]([F:14])([F:13])[F:12])[C:9]=1[OH:10])[CH:5]=O.[C:15]([C:18]1[CH:23]=[CH:22][CH:21]=[CH:20][CH:19]=1)(=[O:17])[CH3:16]>>[OH:1][C:2]1[CH:3]=[C:4]([CH:5]=[CH:16][C:15]([C:18]2[CH:23]=[CH:22][CH:21]=[CH:20][CH:19]=2)=[O:17])[CH:7]=[C:8]([C:11]([F:14])([F:13])[F:12])[C:9]=1[OH:10]. Reported procedure: The procedure described in Example 8 was repeated using 2.06 g of 3,4-dihydroxy-5-trifluoromethylbenzaldehyde and 1.20 g of acetophenone. Yield 2.19 g (71%), m.p. 196°-210° C. Procedure details: In a 1 liter, 4 neck, flask equipped with a mechanical stirrer, thermometer, water condenser, and dropping funnel was placed 36.9 grams (0.3 moles) 2,4-toluenediamine, 48 grams pyridine, and 150 milliliters 1,4-dioxane. The flask and its contents were then cooled to 25° C. by means of an ice-water bath. To this cooled and stirred mixture was added by means of the dropping funnel a solution of 100 grams (0.6 moles) cinnamoyl chloride in 100 milliliters 1,4-dioxane. The addition required 0.5 hr. d... The reactants are C=1(C(=CC(=CC1)N)N)C (2,4-toluenediamine), O (water), N1=CC=CC=C1 (pyridine), C(C=CC1=CC=CC=C1)(=O)Cl (cinnamoyl chloride). The solvent is O1CCOCC1 (1,4-dioxane), O1CCOCC1 (1,4-dioxane). As a reaction SMILES: [C:1]1([CH3:9])[C:2]([NH2:8])=[CH:3][C:4]([NH2:7])=[CH:5][CH:6]=1.N1[CH:15]=[CH:14][CH:13]=[CH:12][CH:11]=1.[C:16](Cl)(=[O:25])[CH:17]=[CH:18][C:19]1[CH:24]=[CH:23][CH:22]=[CH:21][CH:20]=1.[OH2:27]>O1CCOCC1>[C:11]([NH:8][C:2]1[C:1]([CH3:9])=[CH:6][CH:5]=[C:4]([NH:7][C:16](=[O:25])[CH:17]=[CH:18][C:19]2[CH:24]=[CH:23][CH:22]=[CH:21][CH:20]=2)[CH:3]=1)(=[O:27])[CH:12]=[CH:13][C:14]1[CH:15]=[CH:5][CH:6]=[CH:1][CH:2]=1. Reaction conditions: temperature 25 celsius. Product: C(C=CC1=CC=CC=C1)(=O)NC=1C(=CC=C(C1)NC(C=CC1=CC=CC=C1)=O)C (N,N'-Dicinnamoyl-2,4-Toluenediamine). The yield is 64.6%.